Dataset: the Open Reaction Database (ORD), a public repository of structured organic reaction records. Task: describe an organic reaction: reactants, conditions, products, and yield Yields the product COc1cccc(-c2ccc3c(c2)NC(=O)C3=Cc2[nH]c3c(c2CCC(=O)O)CCCC3)c1. As a reaction SMILES: [CH2:35]1[CH2:36][CH2:37][NH:38][CH2:39][CH2:40]1.[CH3:1][O:2][c:3]1[cH:4][c:5](-[c:9]2[cH:10][cH:11][c:12]3[c:16]([cH:17]2)[NH:15][C:14](=[O:18])[CH2:13]3)[cH:6][cH:7][cH:8]1.[CH3:41][CH2:42][OH:43].[CH:19](=[O:20])[c:21]1[nH:22][c:23]2[c:28]([c:29]1[CH2:30][CH2:31][C:32](=[O:33])[OH:34])[CH2:27][CH2:26][CH2:25][CH2:24]2>>[CH3:1][O:2][c:3]1[cH:4][c:5](-[c:9]2[cH:10][cH:11][c:12]3[c:16]([cH:17]2)[NH:15][C:14](=[O:18])[C:13]3=[CH:19][c:21]2[nH:22][c:23]3[c:28]([c:29]2[CH2:30][CH2:31][C:32](=[O:33])[OH:34])[CH2:27][CH2:26][CH2:25][CH2:24]3)[cH:6][cH:7][cH:8]1. The reactants are C1CCNCC1, COc1cccc(-c2ccc3c(c2)NC(=O)C3)c1, CCO, O=Cc1[nH]c2c(c1CCC(=O)O)CCCC2. The reactants are aqueous solution, aqueous solution, [OH-].[Na+] (sodium hydroxide), C(C)(=O)OC1=C(C(=O)NC2=C(C(=O)OC(C)(C)C)C=CC(=C2)C2=C(C=CC=C2)N(C)C(=O)OC(C)(C)C)C=C(C=C1)C=1C=NC=CC1 (tert-butyl 2-(2-acetoxy-5-(pyridin-3-yl)benzamido)-4-(2-((tert-butoxycarbonyl)(methyl)amino)phenyl)benzoate), C(CC(O)(C(=O)O)CC(=O)O)(=O)O (citric acid), C(Cl)(Cl)Cl (chloroform). Run in CO (methanol), O1CCOCC1 (dioxane). Run at time 6 hour. Product: Cl.Cl.OC1=C(C(=O)NC2=C(C(=O)O)C=CC(=C2)C2=C(C=CC=C2)NC)C=C(C=C1)C=1C=NC=CC1 (2-(2-hydroxy-5-(pyridin-3-yl)benzamido)-4-(2-(methylamino)phenyl)benzoic acid dihydrochloride). Reaction SMILES: [OH-].[Na+].C([O:6][C:7]1[CH:43]=[CH:42][C:41]([C:44]2[CH:45]=[N:46][CH:47]=[CH:48][CH:49]=2)=[CH:40][C:8]=1[C:9]([NH:11][C:12]1[CH:24]=[C:23]([C:25]2[CH:30]=[CH:29][CH:28]=[CH:27][C:26]=2[N:31](C(OC(C)(C)C)=O)[CH3:32])[CH:22]=[CH:21][C:13]=1[C:14]([O:16]C(C)(C)C)=[O:15])=[O:10])(=O)C.C(O)(=O)CC(CC(O)=O)(C(O)=O)O.C(Cl)(Cl)[Cl:64]>CO.O1CCOCC1>[ClH:64].[ClH:64].[OH:6][C:7]1[CH:43]=[CH:42][C:41]([C:44]2[CH:45]=[N:46][CH:47]=[CH:48][CH:49]=2)=[CH:40][C:8]=1[C:9]([NH:11][C:12]1[CH:24]=[C:23]([C:25]2[CH:30]=[CH:29][CH:28]=[CH:27][C:26]=2[NH:31][CH3:32])[CH:22]=[CH:21][C:13]=1[C:14]([OH:16])=[O:15])=[O:10] |f:0.1,7.8.9|. Procedure details: A 2 mol/L aqueous solution of sodium hydroxide (2.3 mL) was added to a solution mixture of tert-butyl 2-(2-acetoxy-5-(pyridin-3-yl)benzamido)-4-(2-((tert-butoxycarbonyl)(methyl)amino)phenyl)benzoate (0.28 g) in methanol (2 mL) and dioxane (4 mL), followed by stirring at room temperature for 6 hours. The reaction mixture was adjusted to a pH of 5.5 with a 10% aqueous solution of citric acid, and chloroform was added thereto. The organic layer was separated, washed with a saturated aqueous solutio... The reactants are COC(=O)c1ccc(NC(C)=O)c(C=O)c1, CCOC(C)=O, Cl, NO. The product is COC(=O)c1ccc(NC(C)=O)c(C=NO)c1. RXN SMILES: [C:1]([CH3:2])(=[O:3])[NH:4][c:5]1[c:6]([CH:15]=[O:16])[cH:7][c:8]([C:9](=[O:10])[O:11][CH3:12])[cH:13][cH:14]1.[CH3:20][CH2:21][O:22][C:23](=[O:24])[CH3:25].[ClH:17].[NH2:18][OH:19]>>[C:1]([CH3:2])(=[O:3])[NH:4][c:5]1[c:6]([CH:15]=[N:18][OH:19])[cH:7][c:8]([C:9](=[O:10])[O:11][CH3:12])[cH:13][cH:14]1. The reactants are CC(Cl)c1cccnc1, OC(C=C4)=CC=C4N5C=CN=C5C. The reagents and catalysts are O=C([O-])[O-].[Cs+].[Cs+] (cesium carbonate), [I-].[K+] (potassium iodide). The solvent is CN(C)C=O (DMF), CN(C)C=O (dmf), CN(C)C=O (DMF). Conditions: temperature 70 celsius, time 16 hour. Yields the product CC(C6=CC=CN=C6)OC(C=C7)=CC=C7N8C=CN=C8C. Starting materials: BrC1=CC=C(CN[C@@H](C(C)C)C(=O)O)C=C1 (N-(4-bromobenzyl)-L-valine), O (water), C([O-])(O)=O.[Na+] (sodium bicarbonate), C(CCCC)(=O)Cl (valeroyl chloride). Run in C1CCOC1 (THF). Reaction conditions: temperature 0 celsius, time 1 hour. Product: BrC1=CC=C(CN([C@@H](C(C)C)C(=O)O)C(CCCC)=O)C=C1 (N-(4-bromobenzyl)-N-valeryl-L-valine). Isolated yield 91.2%. As a reaction SMILES: [Br:1][C:2]1[CH:16]=[CH:15][C:5]([CH2:6][NH:7][C@H:8]([C:12]([OH:14])=[O:13])[CH:9]([CH3:11])[CH3:10])=[CH:4][CH:3]=1.C(=O)(O)[O-].[Na+].[C:22](Cl)(=[O:27])[CH2:23][CH2:24][CH2:25][CH3:26].O>C1COCC1>[Br:1][C:2]1[CH:16]=[CH:15][C:5]([CH2:6][N:7]([C:22](=[O:27])[CH2:23][CH2:24][CH2:25][CH3:26])[C@H:8]([C:12]([OH:14])=[O:13])[CH:9]([CH3:11])[CH3:10])=[CH:4][CH:3]=1 |f:1.2|. Procedure: A mixture made up of 5 g (17.47 mmol) of N-(4-bromobenzyl)-L-valine and 5.9 g (70.24 mmol) of sodium bicarbonate in 50 mL of dry THF is left under stirring and under nitrogen atmosphere for one hour. The preceding suspension is cooled to 0° C. and to it is added over a period of 15 min. 4.2 mL (35.41 mmol) of valeroyl chloride. The mixture is then left to react at 20-25° C. for 3 h, 50 mL of water is added and the THF is distilled at low pressure. The resulting solution is taken to pH 2 with HCl...